From a dataset of the Open Reaction Database (ORD), a public repository of structured organic reaction records. describe an organic reaction: reactants, conditions, products, and yield The reactants are CC1(OB(OC1(C)C)C=1C=NC(=NC1)NC(OC(C)(C)C)=O)C (Tert-butyl 5-(4,4,5,5-tetramethyl-1,3,2-dioxaborolan-2-yl)pyrimidin-2-ylcarbamate), CI (methyl iodide), C([O-])([O-])=O.[Cs+].[Cs+] (cesium carbonate). Yields the product CN(C(OC(C)(C)C)=O)C1=NC=C(C=N1)B1OC(C(O1)(C)C)(C)C (tert-butyl methyl5-(4,4,5,5-tetramethyl-1,3,2-dioxaborolan-2-yl)pyrimidin-2-ylcarbamate). Reaction SMILES: [CH3:1][C:2]1([CH3:23])[C:6]([CH3:8])([CH3:7])[O:5][B:4]([C:9]2[CH:10]=[N:11][C:12]([NH:15][C:16](=[O:22])[O:17][C:18]([CH3:21])([CH3:20])[CH3:19])=[N:13][CH:14]=2)[O:3]1.CI.[C:26](=O)([O-])[O-].[Cs+].[Cs+]>>[CH3:26][N:15]([C:12]1[N:11]=[CH:10][C:9]([B:4]2[O:3][C:2]([CH3:23])([CH3:1])[C:6]([CH3:7])([CH3:8])[O:5]2)=[CH:14][N:13]=1)[C:16](=[O:22])[O:17][C:18]([CH3:21])([CH3:20])[CH3:19] |f:2.3.4|. Procedure details: Tert-butyl 5-(4,4,5,5-tetramethyl-1,3,2-dioxaborolan-2-yl)pyrimidin-2-ylcarbamate (250 mg) was treated with 3 equivalents methyl iodide and cesium carbonate at room temperature for one hour. The crude reaction mixture was extracted with ethyl acetate and water. The initial organic layer is discarded. The aqueous layer was acidified to pH 5 and the product was extracted out of the aqueous with ethyl acetate. This organic layer was dried with magnesium sulfate, filtered and concentrated to give 15... The reactants are N#N.C(C)(=O)O[C@@H]1[C@H](O[C@@H]([C@H]([C@@H]1OC(C)=O)OC(C)=O)COC(C)=O)SCCC(=O)N[C@@H](CCCCNC(CCS[C@@H]1[C@@H](OC(C)=O)[C@@H](OC(C)=O)[C@H](OC(C)=O)[C@H](O1)COC(C)=O)=O)C(=O)N[C@@H](CCCCNC(CCS[C@@H]1[C@@H](OC(C)=O)[C@@H](OC(C)=O)[C@H](OC(C)=O)[C@H](O1)COC(C)=O)=O)C(=O)O (N2 {N2, N6 -Bis[3-(2,3,4,6-tetra-O-acetyl-α-D-mannopyranosylthio)propionyl]-L-lysyl}-N6 -[3-(2,3,4,6-tetra-O-acetyl-α-D-mannopyranosylthio)propionyl]-L-lysine). The solvent is CO.O.C(C)N(CC)CC (methanol water triethylamine). Yields the product N#N.[C@H]1([C@@H](O)[C@@H](O)[C@H](O)[C@H](O1)CO)SCCC(=O)N[C@@H](CCCCNC(CCS[C@@H]1[C@@H](O)[C@@H](O)[C@H](O)[C@H](O1)CO)=O)C(=O)N[C@@H](CCCCNC(CCS[C@@H]1[C@@H](O)[C@@H](O)[C@H](O)[C@H](O1)CO)=O)C(=O)O (N2 {N2,N6 -Bis-[3-(α-D-mannopyranosylthio)propionyl]-L-lysyl}-N6 -[3-(α-D-mannopyranosylthio)propionyl]-L-lysine). Yield: 88.7%. Reaction SMILES: [N:1]#[N:2].C([O:6][C@H:7]1[C@@H:12]([O:13]C(=O)C)[C@H:11]([O:17]C(=O)C)[C@@H:10]([CH2:21][O:22]C(=O)C)[O:9][C@@H:8]1[S:26][CH2:27][CH2:28][C:29]([NH:31][C@H:32]([C:66]([NH:68][C@H:69]([C:103]([OH:105])=[O:104])[CH2:70][CH2:71][CH2:72][CH2:73][NH:74][C:75](=[O:102])[CH2:76][CH2:77][S:78][C@H:79]1[O:96][C@H:95]([CH2:97][O:98]C(=O)C)[C@@H:90]([O:91]C(=O)C)[C@H:85]([O:86]C(=O)C)[C@@H:80]1[O:81]C(=O)C)=[O:67])[CH2:33][CH2:34][CH2:35][CH2:36][NH:37][C:38](=[O:65])[CH2:39][CH2:40][S:41][C@H:42]1[O:59][C@H:58]([CH2:60][O:61]C(=O)C)[C@@H:53]([O:54]C(=O)C)[C@H:48]([O:49]C(=O)C)[C@@H:43]1[O:44]C(=O)C)=[O:30])(=O)C>CO.O.C(N(CC)CC)C>[N:1]#[N:2].[C@H:8]1([S:26][CH2:27][CH2:28][C:29]([NH:31][C@H:32]([C:66]([NH:68][C@H:69]([C:103]([OH:105])=[O:104])[CH2:70][CH2:71][CH2:72][CH2:73][NH:74][C:75](=[O:102])[CH2:76][CH2:77][S:78][C@H:79]2[O:96][C@H:95]([CH2:97][OH:98])[C@@H:90]([OH:91])[C@H:85]([OH:86])[C@@H:80]2[OH:81])=[O:67])[CH2:33][CH2:34][CH2:35][CH2:36][NH:37][C:38](=[O:65])[CH2:39][CH2:40][S:41][C@H:42]2[O:59][C@H:58]([CH2:60][OH:61])[C@@H:53]([OH:54])[C@H:48]([OH:49])[C@@H:43]2[OH:44])=[O:30])[O:9][C@H:10]([CH2:21][OH:22])[C@@H:11]([OH:17])[C@H:12]([OH:13])[C@@H:7]1[OH:6] |f:0.1,2.3.4,5.6|. Procedure details: A solution of 4 (2.0 g) in methanol-water-triethylamine 5:4:1 (v/v/v, 20 ml) is kept overnight at room temperature, and evaporated in vacuo to a residue that is put on a column of silica gel and eluted with chloroform-methanol-water 60:40:10 (v/v/v). The desired fractions are combined and evaporated to dryness. A solution of this compound in water (15 ml) is lyophilized to give 5 (1.2 g, 90%): mp 95°-100° C.; [α]D27 +115±0.9° (c 1.1, H2O); NMR (D2O) δ: 5.37 (s, 1H, H-1), 5.34 (s, 2H, H-1), 4.36,... Starting materials: C(CCC)[Li] (n-butyl lithium), BrC1=CC=NC=C1 (4-bromopyridine), N12CC(C(CC1)CC2)=O (3-quinuclidinone). The product is OC1(CN2CCC1CC2)C2=CC=NC=C2 (3-Hydroxy-3-(4-pyridinyl)-1-azabicyclo[2.2.2]octane). Yield: 56.8%. RXN SMILES: C([Li])CCC.Br[C:7]1[CH:12]=[CH:11][N:10]=[CH:9][CH:8]=1.[N:13]12[CH2:20][CH2:19][CH:16]([CH2:17][CH2:18]1)[C:15](=[O:21])[CH2:14]2>>[OH:21][C:15]1([C:7]2[CH:12]=[CH:11][N:10]=[CH:9][CH:8]=2)[CH:16]2[CH2:19][CH2:20][N:13]([CH2:18][CH2:17]2)[CH2:14]1. Procedure details: By the procedure described in Description 1, n-butyl lithium (1.6M in hexanes, 19.5 ml, 31.2 mmol), 4-bromopyridine (5.37 g, 34.0 mmol) and 3-quinuclidinone (3.90 g, 31.2 mmol) gave 3.62 g of the title compound as a tan powder. The dihydrochloride salt was prepared; m.p. 225°-235° C.; Found: C, 50.50; H, 6.39; N, 9.76. C12G20N2, Cl2O.0.5H2O requires C, 50.36; H, 6.69; N, 9.79; δ(360 MHz, D2O) 8.854 (2H, d, J=6.8 Hz, py-H), 8.207 (2H, d, J=6.8 Hz, py-H), 4.016 (1H, d, J=14.2 Hz, H-2ax), 3.696 (1H... Starting materials: N[C@@H](CCSC)C(=O)O (Methionine), [O-2].[Zn+2] (zinc oxide), Cl (hydrochloric acid). Run at temperature 90 celsius. Product: N[C@@H](CCSC)C(=O)Cl.[Zn] (zinc methionine chloride). RXN SMILES: [NH2:1][C@H:2]([C:7]([OH:9])=O)[CH2:3][CH2:4][S:5][CH3:6].[O-2].[Zn+2:11].[ClH:12]>>[NH2:1][C@H:2]([C:7]([Cl:12])=[O:9])[CH2:3][CH2:4][S:5][CH3:6].[Zn:11] |f:1.2,4.5|. Procedure details: Methionine (74.6g, 0.5 mol) was dissolved in a 165 ml of 6.08 N N hydrochloric acid and zinc oxide (40.65g) was added. The mixture was heated at 90° C. for one hour to provide zinc methionine chloride solution. The product contained 19.9% zinc and 44.0% methionine. The presence of zinc methionine chloride was confirmed by quantitative and instrumental analysis. Starting materials: [H-].[Na+] (sodium hydride), C1(=CC=CC=C1)C1=C(C=CC=C1)O (2-phenylphenol), CS(=O)(=O)OCCF (2-Fluoroethyl methanesulfonate), resultant mixture. Run in CN(C=O)C (N,N-dimethylformamide). Run at temperature 90 celsius, time 5 minute. Yields the product FCCOC1=C(C=CC=C1)C1=CC=CC=C1 (1-(2-fluoroethoxy)-2-phenylbenzene). As a reaction SMILES: [H-].[Na+].[C:3]1([C:9]2[CH:14]=[CH:13][CH:12]=[CH:11][C:10]=2[OH:15])[CH:8]=[CH:7][CH:6]=[CH:5][CH:4]=1.CS(O[CH2:21][CH2:22][F:23])(=O)=O>CN(C)C=O>[F:23][CH2:22][CH2:21][O:15][C:10]1[CH:11]=[CH:12][CH:13]=[CH:14][C:9]=1[C:3]1[CH:4]=[CH:5][CH:6]=[CH:7][CH:8]=1 |f:0.1|. Procedure: To a suspension of sodium hydride (60 % oil dispersion; 4.0 g) in N,N-dimethylformamide (100 ml), 2-phenylphenol (17.0 g) was added at a temperature of 0 to 5° C., and the resultant mixture was stirred at room temperature for 1 hour. 2-Fluoroethyl methanesulfonate (14.2 g) was added thereto. The resulting mixture was heated to 90° C., followed by stirring for 5 minutes. The reaction mixture was poured onto ice-water and extracted with ethyl acetate. The extract was washed with aqueous potassium ... Starting materials: CCN, CO, [Cl-], CC(=O)COc1ccc(Cl)cc1, [NH4+], N#C[Na]. The product is CCNC(C)(C#N)COc1ccc(Cl)cc1. RXN SMILES: [CH3:18][CH2:19][NH2:20].[CH3:21][OH:22].[Cl-:16].[Cl:1][c:2]1[cH:3][cH:4][c:5]([O:6][CH2:7][C:8]([CH3:9])=[O:10])[cH:11][cH:12]1.[NH4+:17].[Na:13][C:14]#[N:15]>>[Cl:1][c:2]1[cH:3][cH:4][c:5]([O:6][CH2:7][C:8]([CH3:9])([C:14]#[N:15])[NH:20][CH2:19][CH3:18])[cH:11][cH:12]1.